Dataset: the Open Reaction Database (ORD), a public repository of structured organic reaction records. Task: describe an organic reaction: reactants, conditions, products, and yield The reactants are COc1cccc(-c2ccc3c(C(=O)O)c(OC)ccc3c2)c1, Cc1nnc(N)s1. Yields the product COc1cccc(-c2ccc3c(C(=O)Nc4nnc(C)s4)c(OC)ccc3c2)c1. As a reaction SMILES: [CH3:1][O:2][c:3]1[c:4]([C:21](=[O:22])[OH:23])[c:5]2[cH:6][cH:7][c:8](-[c:13]3[cH:14][c:15]([O:19][CH3:20])[cH:16][cH:17][cH:18]3)[cH:9][c:10]2[cH:11][cH:12]1.[NH2:24][c:25]1[s:26][c:27]([CH3:30])[n:28][n:29]1>>[CH3:1][O:2][c:3]1[c:4]([C:21](=[O:23])[NH:24][c:25]2[s:26][c:27]([CH3:30])[n:28][n:29]2)[c:5]2[cH:6][cH:7][c:8](-[c:13]3[cH:14][c:15]([O:19][CH3:20])[cH:16][cH:17][cH:18]3)[cH:9][c:10]2[cH:11][cH:12]1. Starting materials: C(#N)C=1C=C(C=O)C=CC1 (3-Cyanobenzaldehyde), C1CS(=O)(=O)CC1=O (tetrahydrothiophene-3-oxo-1,1-dioxide), N (NH3), Cl (HCl). Run in C(C)O (ethanol), C(C)O (ethanol), CCOCC (ether). Yields the product C(#N)C=1C=C(C=CC1)C1C2=C(NC3=C1SCC3)CCS2 (8-(3-cyanophenyl)-2,3,4,5,6,8-hexahydrodithieno [3.2-b:2′,3′-e]pyridine). RXN SMILES: [C:1]([C:3]1[CH:4]=[C:5]([CH:8]=[CH:9][CH:10]=1)[CH:6]=O)#[N:2].[CH2:11]1[C:17](=O)[CH2:16][S:13](=O)(=O)[CH2:12]1.[NH3:19].Cl>C(O)C.CCOCC>[C:1]([C:3]1[CH:4]=[C:5]([CH:6]2[C:12]3[S:13][CH2:16][CH2:17][C:11]=3[NH:19][C:17]3[CH2:11][CH2:12][S:13][C:16]2=3)[CH:8]=[CH:9][CH:10]=1)#[N:2]. Reported procedure: 3-Cyanobenzaldehyde (132 mg, 1.01 mmol), tetrahydrothiophene-3-oxo-1,1-dioxide (272 mg, 2.03 mmol) and 2.0 M NH3 in ethanol (0.75 mL, 1.5 mmol) were heated to 80° C. in ethanol (4 mL) in a sealed tube for 3 days, cooled, treated with 1.0 M HCl in ether (1 mL), heated to reflux for 1 hour, cooled and solvent evaporated. The crude was flash chromatographed over silica gel (15% methanol/chloroform), and the product triturated with ethyl acetate to provide 87 mg of the title compound as an off-white... The reactants are C(C)(=O)C1(CCC1)C1=CC(=C(C=C1)Cl)Cl (1-Acetyl-1-(3,4-dichlorophenyl)cyclobutane), C(C1=CC=CC=C1)N (benzylamine), CO (Methanol), [BH4-].[Na+] (sodium borohydride). Run in O (water). Reaction conditions: time 2 hour. The product is Cl.C(C1=CC=CC=C1)NC(C)C1(CCC1)C1=CC(=C(C=C1)Cl)Cl (N-benzyl-1-[1-(3,4-dichlorophenyl)cyclobutyl]ethylamine hydrochloride). Reaction SMILES: [C:1]([C:4]1([C:8]2[CH:13]=[CH:12][C:11]([Cl:14])=[C:10]([Cl:15])[CH:9]=2)[CH2:7][CH2:6][CH2:5]1)(=O)[CH3:2].[CH2:16]([NH2:23])[C:17]1[CH:22]=[CH:21][CH:20]=[CH:19][CH:18]=1.CO.[BH4-].[Na+]>O>[ClH:14].[CH2:16]([NH:23][CH:1]([C:4]1([C:8]2[CH:13]=[CH:12][C:11]([Cl:14])=[C:10]([Cl:15])[CH:9]=2)[CH2:7][CH2:6][CH2:5]1)[CH3:2])[C:17]1[CH:22]=[CH:21][CH:20]=[CH:19][CH:18]=1 |f:3.4,6.7|. Reported procedure: 1-Acetyl-1-(3,4-dichlorophenyl)cyclobutane (4.86 g) and benzylamine (2.2 ml) were stirred at a temperature of 140° to 150° C. under nitrogen for 1 hour 30 minutes. Methanol (50 ml) was added to the cooled reaction mixture and sodium borohydride (0.8 g) was added over a period of ten minutes. The mixture was stirred at ambient temperature for two hours and then the volume of the reaction mixture was reduced by a half and the mixture poured into water (300 ml). The aqueous mixture was extracted wi... The reactants are O (water), N12CCCCCC2=NCCC1 (1,8-diazabicyclo[5,4,0]undec-7-ene), ClC(F)F (chlorodifluoromethane), OC1=C(C(=NC=C1)CSC=1NC2=C(N1)C=CC=C2)C (2-[(4-hydroxy-3-methyl-2-pyridyl)methylthio]benzimidazole). Run in CN(C=O)C (N,N-dimethylforamide). The product is FC(OC1=C(C(=NC=C1)CSC=1NC2=C(N1)C=CC=C2)C)F (2-[(4-difluoromethoxy-3-methyl-2-pyridyl)methylthio]benzimidazole). Reaction SMILES: [OH:1][C:2]1[CH:7]=[CH:6][N:5]=[C:4]([CH2:8][S:9][C:10]2[NH:11][C:12]3[CH:18]=[CH:17][CH:16]=[CH:15][C:13]=3[N:14]=2)[C:3]=1[CH3:19].N12CCCN=C1CCCCC2.Cl[CH:32]([F:34])[F:33].O>CN(C)C=O>[F:33][CH:32]([F:34])[O:1][C:2]1[CH:7]=[CH:6][N:5]=[C:4]([CH2:8][S:9][C:10]2[NH:14][C:13]3[CH:15]=[CH:16][CH:17]=[CH:18][C:12]=3[N:11]=2)[C:3]=1[CH3:19]. Procedure details: In N,N-dimethylforamide (DMF) (100 ml) was dissolved 2-[(4-hydroxy-3-methyl-2-pyridyl)methylthio]benzimidazole (10.5 g). To the solution was added 1,8-diazabicyclo[5,4,0]undec-7-ene (DBU) (7.1 g), to which was introduced chlorodifluoromethane for 3 hours at room temperature. The reaction mixture was poured into water (500 ml), which was subjected to extraction with ethyl acetate. The ethyl acetate layer was washed with water and dried (MgSO4), then the solvent was distilled off. The residue was ... Starting materials: O1[C@H](CCC1)COC=1C=C2C=COC(C2=CC1)=O (6-[(R)-1-(Tetrahydrofuran-2-yl)methoxy]-isochromen-1-one), BrC1=C(C=C(C=C1)N)F (4-bromo-3-fluorophenylamine). Yields the product BrC1=C(C=C(C=C1)N1C(C2=CC=C(C=C2C=C1)OC[C@@H]1OCCC1)=O)F (2-(4-Bromo-3-fluorophenyl)-6-[(R)-1-(tetrahydrofuran-2-yl)methoxy]-2H-isoquinolin-1-one). Reaction SMILES: [O:1]1[CH2:5][CH2:4][CH2:3][C@@H:2]1[CH2:6][O:7][C:8]1[CH:9]=[C:10]2[C:15](=[CH:16][CH:17]=1)[C:14](=[O:18])O[CH:12]=[CH:11]2.[Br:19][C:20]1[CH:25]=[CH:24][C:23]([NH2:26])=[CH:22][C:21]=1[F:27]>>[Br:19][C:20]1[CH:25]=[CH:24][C:23]([N:26]2[CH:12]=[CH:11][C:10]3[C:15](=[CH:16][CH:17]=[C:8]([O:7][CH2:6][C@H:2]4[CH2:3][CH2:4][CH2:5][O:1]4)[CH:9]=3)[C:14]2=[O:18])=[CH:22][C:21]=1[F:27]. Reported procedure: 6-[(R)-1-(Tetrahydrofuran-2-yl)methoxy]-isochromen-1-one and 4-bromo-3-fluorophenylamine were reacted according to Method AJ. In this way the product was obtained with molecular weight 418.27 (C20H17BrFNO3); MS (ESI): 418 and 420 (M+H+). The product is C(#N)C(C(=O)OCC)CC1=CC=C(C=C1)OCCC1=CC=C(C=C1)NC(C(C)C)=O (Ethyl 2-cyano-3-(4-{2-[4-(isobutyrylamino)phenyl]ethoxy} phenyl)propanoate). The reactants are C(#N)C(C(=O)OCC)CC1=CC=C(C=C1)O (Ethyl 2-cyano-3-(4-hydroxyphenyl)propanoate), OCCC1=CC=C(C=C1)NC(C(C)C)=O (N-[4-(2-hydroxyethyl)phenyl]-2-methylpropanamide), N(=NC(=O)N1CCCCC1)C(=O)N1CCCCC1 (1,1′-(Azodicarbonyl)dipiperidine), C1(=CC=CC=C1)P(C1=CC=CC=C1)C1=CC=CC=C1 (triphenylphosphine). Run at time 8 hour. Solvent: ClCCl (dichloromethane). RXN SMILES: [C:1]([CH:3]([CH2:9][C:10]1[CH:15]=[CH:14][C:13]([OH:16])=[CH:12][CH:11]=1)[C:4]([O:6][CH2:7][CH3:8])=[O:5])#[N:2].O[CH2:18][CH2:19][C:20]1[CH:25]=[CH:24][C:23]([NH:26][C:27](=[O:31])[CH:28]([CH3:30])[CH3:29])=[CH:22][CH:21]=1.N(C(N1CCCCC1)=O)=NC(N1CCCCC1)=O.C1(P(C2C=CC=CC=2)C2C=CC=CC=2)C=CC=CC=1>ClCCl>[C:1]([CH:3]([CH2:9][C:10]1[CH:11]=[CH:12][C:13]([O:16][CH2:18][CH2:19][C:20]2[CH:25]=[CH:24][C:23]([NH:26][C:27](=[O:31])[CH:28]([CH3:30])[CH3:29])=[CH:22][CH:21]=2)=[CH:14][CH:15]=1)[C:4]([O:6][CH2:7][CH3:8])=[O:5])#[N:2]. Reported procedure: Ethyl 2-cyano-3-(4-hydroxyphenyl)propanoate (1 g, 4.56 mmol) and N-[4-(2-hydroxyethyl)phenyl]-2-methylpropanamide (1.42 g, 6.85 mmol) were mixed in dichloromethane (40 ml). 1,1′-(Azodicarbonyl)dipiperidine (2.3 g, 9.12 mmol) and triphenylphosphine (2.4 g, 9.15 mmol) were then added respectively. The mixture was stirred overnight and filtered. The filtrate was evaporated to dry in vacuum. Column chromatography of the residue on silica gel using ethyl acetate/heptane as eluant gave 0.5 g desired p... Isolated yield 26.8%.